Dataset: the Open Reaction Database (ORD), a public repository of structured organic reaction records. Task: describe an organic reaction: reactants, conditions, products, and yield The product is CC=1SC(=C(N1)C(=O)N1[C@@H]([C@H]2C[C@H]2C1)CNC(=O)C1=C(N=C2SC(=C(N21)C)C)C)C=2C=C(C=CC2)C (2,3,6-Trimethyl-imidazo[2,1-b]thiazole-5-carboxylic Acid[(1S,2S,5R)-3-(2-methyl-5-m-tolyl-thiazole-4-carbonyl)-3-aza-bicyclo[3.1.0]hex-2-ylmethyl]-amide). RXN SMILES: [NH2:1][CH2:2][C@H:3]1[N:8]([C:9]([C:11]2[N:12]=[C:13]([CH3:23])[S:14][C:15]=2[C:16]2[CH:17]=[C:18]([CH3:22])[CH:19]=[CH:20][CH:21]=2)=[O:10])[CH2:7][C@H:6]2[C@@H:4]1[CH2:5]2.[CH3:24][C:25]1[S:29][C:28]2=[N:30][C:31]([CH3:36])=[C:32]([C:33](O)=[O:34])[N:27]2[C:26]=1[CH3:37]>>[CH3:23][C:13]1[S:14][C:15]([C:16]2[CH:17]=[C:18]([CH3:22])[CH:19]=[CH:20][CH:21]=2)=[C:11]([C:9]([N:8]2[CH2:7][C@H:6]3[C@H:4]([CH2:5]3)[C@H:3]2[CH2:2][NH:1][C:33]([C:32]2[N:27]3[C:28]([S:29][C:25]([CH3:24])=[C:26]3[CH3:37])=[N:30][C:31]=2[CH3:36])=[O:34])=[O:10])[N:12]=1. Procedure: prepared by reaction of ((1S,2S,5R)-2-Aminomethyl-3-aza-bicyclo[3.1.0]hex-3-yl)-(2-methyl-5-m-tolyl-thiazol-4-yl)-methanone with 2,3,6-Trimethyl-imidazo[2,1-b]thiazole-5-carboxylic acid. LC-MS (basic): tR=0.86 min; [M+H]+=520.0. Starting materials: NC[C@@H]1[C@H]2C[C@H]2CN1C(=O)C=1N=C(SC1C=1C=C(C=CC1)C)C (((1S,2S,5R)-2-Aminomethyl-3-aza-bicyclo[3.1.0]hex-3-yl)-(2-methyl-5-m-tolyl-thiazol-4-yl)-methanone), CC1=C(N2C(S1)=NC(=C2C(=O)O)C)C (2,3,6-Trimethyl-imidazo[2,1-b]thiazole-5-carboxylic acid). The reactants are C1CCOC1, COC(=O)C(c1ccccc1Cl)N(Cc1ccc(OC)cc1OC)C(=O)c1ccc(OC)cc1, [Li+], [OH-], O, O. Product: COc1ccc(C(=O)N(Cc2ccc(OC)cc2OC)C(C(=O)O)c2ccccc2Cl)cc1. RXN SMILES: [CH2:38]1[O:39][CH2:40][CH2:41][CH2:42]1.[CH3:1][O:2][C:3]([CH:4]([N:5]([CH2:6][c:7]1[c:8]([O:15][CH3:16])[cH:9][c:10]([O:13][CH3:14])[cH:11][cH:12]1)[C:17]([c:18]1[cH:19][cH:20][c:21]([O:24][CH3:25])[cH:22][cH:23]1)=[O:26])[c:27]1[c:28]([Cl:33])[cH:29][cH:30][cH:31][cH:32]1)=[O:34].[Li+:37].[OH-:36].[OH2:35].[OH2:43]>>[O:2]=[C:3]([CH:4]([N:5]([CH2:6][c:7]1[c:8]([O:15][CH3:16])[cH:9][c:10]([O:13][CH3:14])[cH:11][cH:12]1)[C:17]([c:18]1[cH:19][cH:20][c:21]([O:24][CH3:25])[cH:22][cH:23]1)=[O:26])[c:27]1[c:28]([Cl:33])[cH:29][cH:30][cH:31][cH:32]1)[OH:34]. Reaction SMILES: [CH3:11][N:12]([C:13](=[O:14])[Cl:15])[c:16]1[cH:17][cH:18][cH:19][cH:20][cH:21]1.[s:1]1[c:2]([OH:10])[n:3][c:4]2[c:5]1[cH:6][cH:7][cH:8][cH:9]2>>[s:1]1[c:2]([O:10][C:13]([N:12]([CH3:11])[c:16]2[cH:17][cH:18][cH:19][cH:20][cH:21]2)=[O:14])[n:3][c:4]2[c:5]1[cH:6][cH:7][cH:8][cH:9]2. The reactants are CN(C(=O)Cl)c1ccccc1, Oc1nc2ccccc2s1. The product is CN(C(=O)Oc1nc2ccccc2s1)c1ccccc1. Starting materials: C(C)(=O)Cl (acetyl chloride), NC(C)C1=NC2=C(N1C1=CC=C(C=C1)CCNC(=O)NS(=O)(=O)C1=CC=C(C=C1)C)C=C(C(=C2)C(F)(F)F)Cl (N-{[(2-{4-[2-(1-aminoethyl)-6-chloro-5-(trifluoromethyl)-1H-benzimidazol-1-yl]phenyl}ethyl)amino]carbonyl}-4-methylbenzenesulfonamide), O (water). The solvent is C(Cl)Cl (CH2Cl2). Run at time 5 hour. Product: ClC=1C(=CC2=C(N(C(=N2)C(C)NC(C)=O)C2=CC=C(C=C2)CCNC(=O)NS(=O)(=O)C2=CC=C(C=C2)C)C1)C(F)(F)F (N-{1-[6-chloro-1-(4-{2-[({[(4-methylphenyl)sulfonyl]amino}carbonyl)amino]ethyl}phenyl)-5-(trifluoromethyl)-1H-benzimidazol-2-yl]ethyl}acetamide). Isolated yield 55.8%. Reaction SMILES: [NH2:1][CH:2]([C:4]1[N:8]([C:9]2[CH:14]=[CH:13][C:12]([CH2:15][CH2:16][NH:17][C:18]([NH:20][S:21]([C:24]3[CH:29]=[CH:28][C:27]([CH3:30])=[CH:26][CH:25]=3)(=[O:23])=[O:22])=[O:19])=[CH:11][CH:10]=2)[C:7]2[CH:31]=[C:32]([Cl:39])[C:33]([C:35]([F:38])([F:37])[F:36])=[CH:34][C:6]=2[N:5]=1)[CH3:3].[C:40](Cl)(=[O:42])[CH3:41].O>C(Cl)Cl>[Cl:39][C:32]1[C:33]([C:35]([F:36])([F:38])[F:37])=[CH:34][C:6]2[N:5]=[C:4]([CH:2]([NH:1][C:40](=[O:42])[CH3:41])[CH3:3])[N:8]([C:9]3[CH:14]=[CH:13][C:12]([CH2:15][CH2:16][NH:17][C:18]([NH:20][S:21]([C:24]4[CH:29]=[CH:28][C:27]([CH3:30])=[CH:26][CH:25]=4)(=[O:23])=[O:22])=[O:19])=[CH:11][CH:10]=3)[C:7]=2[CH:31]=1. Procedure details: A mixture of N-{[(2-{4-[2-(1-aminoethyl)-6-chloro-5-(trifluoromethyl)-1H-benzimidazol-1-yl]phenyl}ethyl)amino]carbonyl}-4-methylbenzenesulfonamide (step 3, 100 mg, 0.17 mmol) in CH2Cl2 (12 ml) was added acetyl chloride (0.01 ml, 0.18 mmol) and stirred at room temperature for 5 h. The mixture was added water (10 ml) and extracted with CH2Cl2 (20 ml). The organic layer was washed with brine (10 ml), then dried (Na2SO4). After removal of solvent, the crude product was purified by flash column chrom... The reactants are ClC=1C=CC(=C(C1)C1=CC(N(C=C1OC)C(C(=O)O)CC#C)=O)C#N (2-[4-(5-chloro-2-cyanophenyl)-5-methoxy-2-oxopyridin-1(2H)-yl]pent-4-ynoic acid), NC1=CC=C(C(=O)OC(C)(C)C)C=C1 (tert-butyl 4-aminobenzoate). Product: ClC=1C=CC(=C(C1)C1=CC(N(C=C1OC)C(C(=O)NC1=CC=C(C(=O)OC(C)(C)C)C=C1)CC#C)=O)C#N (tert-Butyl 4-({2-[4-(5-chloro-2-cyanophenyl)-5-methoxy-2-oxopyridin-1(2H)-yl]pent-4-ynoyl}amino)benzoate). As a reaction SMILES: [Cl:1][C:2]1[CH:3]=[CH:4][C:5]([C:24]#[N:25])=[C:6]([C:8]2[C:13]([O:14][CH3:15])=[CH:12][N:11]([CH:16]([CH2:20][C:21]#[CH:22])[C:17](O)=[O:18])[C:10](=[O:23])[CH:9]=2)[CH:7]=1.[NH2:26][C:27]1[CH:39]=[CH:38][C:30]([C:31]([O:33][C:34]([CH3:37])([CH3:36])[CH3:35])=[O:32])=[CH:29][CH:28]=1>>[Cl:1][C:2]1[CH:3]=[CH:4][C:5]([C:24]#[N:25])=[C:6]([C:8]2[C:13]([O:14][CH3:15])=[CH:12][N:11]([CH:16]([CH2:20][C:21]#[CH:22])[C:17]([NH:26][C:27]3[CH:39]=[CH:38][C:30]([C:31]([O:33][C:34]([CH3:35])([CH3:36])[CH3:37])=[O:32])=[CH:29][CH:28]=3)=[O:18])[C:10](=[O:23])[CH:9]=2)[CH:7]=1. Procedure: 295 mg (purity 85%, 0.70 mmol) of 2-[4-(5-chloro-2-cyanophenyl)-5-methoxy-2-oxopyridin-1(2H)-yl]pent-4-ynoic acid (racemate) and 1.1 eq. of tert-butyl 4-aminobenzoate were reacted according to General Method 5A. Yield: 91 mg (24% of theory)